From a dataset of the Open Reaction Database (ORD), a public repository of structured organic reaction records. describe an organic reaction: reactants, conditions, products, and yield Starting materials: ClC(=O)OC1C2CC3(CC(CC1C3)C2)O (1-hydroxy-4-adamantyl chloroformate), N1=CC=C(C=C1)C1CNCC1 (3-(4-pyridyl)pyrrolidine). Yields the product N1=CC=C(C=C1)C1CN(CC1)C(=O)OC1C2CC3(CC(CC1C3)C2)O (1-hydroxy-4-adamantyl 3-(pyridin-4-yl)pyrrolidine-1-carboxylate). RXN SMILES: Cl[C:2]([O:4][CH:5]1[CH:12]2[CH2:13][C:8]3([OH:15])[CH2:9][CH:10]([CH2:14][CH:6]1[CH2:7]3)[CH2:11]2)=[O:3].[N:16]1[CH:21]=[CH:20][C:19]([CH:22]2[CH2:26][CH2:25][NH:24][CH2:23]2)=[CH:18][CH:17]=1>>[N:16]1[CH:21]=[CH:20][C:19]([CH:22]2[CH2:26][CH2:25][N:24]([C:2]([O:4][CH:5]3[CH:12]4[CH2:13][C:8]5([OH:15])[CH2:9][CH:10]([CH2:14][CH:6]3[CH2:7]5)[CH2:11]4)=[O:3])[CH2:23]2)=[CH:18][CH:17]=1. Procedure details: A procedure analogous to that described in Example 19 Step 1 was followed using 1-hydroxy-4-adamantyl chloroformate solution and 3-(4-pyridyl)pyrrolidine. The title compound was isolated as a mixture of isomers. LC-MS Method 1 tR=0.90 min, m/z=343, 1H NMR (CD3OD) [selected resonances] 4.69 (s, 0.5H), 4.78 (s, 0.5H), 8.03 (d, 2H), 8.78 (d, 2H) The reactants are Br, O=C([O-])[O-], CC1CCCN(CCCOS(C)(=O)=O)C1, CN(C)C=O, Oc1ccc(-c2ccnc(Cl)c2)cc1, Cl, [K+], [K+]. Product: CC1CCCN(CCCOc2ccc(-c3ccnc(Cl)c3)cc2)C1. RXN SMILES: [BrH:1].[C:16](=[O:17])([O-:18])[O-:19].[CH3:23][S:24]([O:25][CH2:28][CH2:29][CH2:30][N:31]1[CH2:32][CH:33]([CH3:37])[CH2:34][CH2:35][CH2:36]1)(=[O:26])=[O:27].[CH3:38][N:39]([CH3:40])[CH:41]=[O:42].[Cl:2][c:3]1[n:4][cH:5][cH:6][c:7](-[c:9]2[cH:10][cH:11][c:12]([OH:15])[cH:13][cH:14]2)[cH:8]1.[ClH:22].[K+:20].[K+:21]>>[Cl:2][c:3]1[n:4][cH:5][cH:6][c:7](-[c:9]2[cH:10][cH:11][c:12]([O:15][CH2:28][CH2:29][CH2:30][N:31]3[CH2:32][CH:33]([CH3:37])[CH2:34][CH2:35][CH2:36]3)[cH:13][cH:14]2)[cH:8]1. Starting materials: C(SCCNC(=O)OCC1=CC=C(C=C1)[N+](=O)[O-])([S-])=S.[K+] (potassium 2-p-nitrobenzyloxycarbonylaminoethyl trithiocarbonate), C(C)(=O)O[C@H]1[C@@H](C(N1)=O)OC ((3S,4S)-4-acetoxy-3-methoxy-2-oxoazetidine), O1CCOCC1 (dioxan). Solvent: O (water), P(=O)([O-])([O-])[O-] (phosphate). Reaction conditions: time 30 minute. Yields the product [N+](=O)([O-])C1=CC=C(COC(=O)NCCSC(=S)S[C@@H]2[C@H](C(N2)=O)OC)C=C1 ((3S,4R)-4-(2-p-nitrobenzyloxycarbonylaminoethylthiothiocarbonylthio)-3-methoxy-2-oxoazetidine). Reaction SMILES: [C:1](=[S:20])([S-:19])[S:2][CH2:3][CH2:4][NH:5][C:6]([O:8][CH2:9][C:10]1[CH:15]=[CH:14][C:13]([N+:16]([O-:18])=[O:17])=[CH:12][CH:11]=1)=[O:7].[K+].C(O[C@@H:26]1[NH:29][C:28](=[O:30])[C@H:27]1[O:31][CH3:32])(=O)C.O1CCOCC1>O.P([O-])([O-])([O-])=O>[N+:16]([C:13]1[CH:14]=[CH:15][C:10]([CH2:9][O:8][C:6]([NH:5][CH2:4][CH2:3][S:2][C:1]([S:19][C@H:26]2[NH:29][C:28](=[O:30])[C@@H:27]2[O:31][CH3:32])=[S:20])=[O:7])=[CH:11][CH:12]=1)([O-:18])=[O:17] |f:0.1|. Procedure: A solution of 422 mg of potassium 2-p-nitrobenzyloxycarbonylaminoethyl trithiocarbonate in 1 ml of water is added dropwise at room temperature under, a nitrogen atmosphere to a solution of 159 mg (1 mmole) of (3S,4S)-4-acetoxy-3-methoxy-2-oxoazetidine in 3 ml of phosphate buffer of a pH of 7 and 0.2 ml of dioxan, and the mixture is stirred at the same temperature for 30 minutes. The reaction mixture is exhaustively extracted with methylene chloride. The combined organic phases are dried over sod... The reactants are C(C)(=O)NC1=CC=C(C=C1)C(CCC(=O)O)=O (4-(4-acetylamino-phenyl)-4-oxo-butyric acid). The yield is 86.7%. Procedure details: A suspension of 4-(4-acetylamino-phenyl)-4-oxo-butyric acid (9.84 g, 0.0418 mol) in 1.0 M hydrocloric acid (125 mL) was heated on a steam bath for 1.5 hours, gravity filtered hot, and the filtrate allowed to cool. To the stirred solution was added 50% wt/wt sodium hydroxide (9.7 g) dropwise until pH equaled 3 to 4. The resulting precipitate was filtered, and the filtercake was washed with very dilute hydrochloric acid. The procedure was repeated on the solids with fresh 1.0 M hydrochloric acid (... Yields the product NC1=CC=C(C=C1)C(CCC(=O)O)=O (4-(4-amino-phenyl)-4-oxo-butyric acid). RXN SMILES: C([NH:4][C:5]1[CH:10]=[CH:9][C:8]([C:11](=[O:17])[CH2:12][CH2:13][C:14]([OH:16])=[O:15])=[CH:7][CH:6]=1)(=O)C>Cl>[NH2:4][C:5]1[CH:6]=[CH:7][C:8]([C:11](=[O:17])[CH2:12][CH2:13][C:14]([OH:16])=[O:15])=[CH:9][CH:10]=1. The solvent is Cl (hydrocloric acid).